This data is from the Open Reaction Database (ORD), a public repository of structured organic reaction records. The task is: describe an organic reaction: reactants, conditions, products, and yield Reactants: CC1=CC=C2COC(=O)C2=C1 (6-methylphthalide), C1(=CC=CC=C1)[O-].[Na+] (sodium phenolate), Cl (hydrochloric acid). The solvent is O (water). Product: O(C1=CC=CC=C1)CC1=C(C(=O)O)C=C(C=C1)C (2-Phenoxymethyl-5-methylbenzoic Acid). As a reaction SMILES: [CH3:1][C:2]1[CH:11]=[C:10]2[C:5]([CH2:6][O:7][C:8]2=[O:9])=[CH:4][CH:3]=1.[C:12]1([O-:18])[CH:17]=[CH:16][CH:15]=[CH:14][CH:13]=1.[Na+].Cl>O>[O:18]([CH2:6][C:5]1[CH:4]=[CH:3][C:2]([CH3:1])=[CH:11][C:10]=1[C:8]([OH:7])=[O:9])[C:12]1[CH:17]=[CH:16][CH:15]=[CH:14][CH:13]=1 |f:1.2|. Procedure: Stir a mixture of 1.0 gm of 6-methylphthalide and 0.64 gm of sodium phenolate at a temperature of 200°-210° C. for 1 hour. Cool and dissolve the reaction mixture in water. Acidify with 5% hydrochloric acid and extract with ether. Evaporate to dryness and chromatograph the residue over silica gel eluting with chloroform/methanol (50:1). Evaporate the eluate to dryness and crystallize the residue from ethyl acetate/benzene to obtain the title product. Starting materials: COC1=C(C(=NC(=N1)N1CCOCC1)N[C@H]1CN(CCC1)C(=O)OC(C)(C)C)C=1SC2=C(N1)C=C(C=C2)C(F)(F)F ((3R)-tert-butyl 3-(6-methoxy-2-morpholino-5-(5-(trifluoromethyl)benzo[d]thiazol-2-yl)pyrimidin-4-ylamino)piperidine-1-carboxylate), Cl (hydrochloric acid). Procedure: (3R)-tert-butyl 3-(6-methoxy-2-morpholino-5-(5-(trifluoromethyl)benzo[d]thiazol-2-yl)pyrimidin-4-ylamino)piperidine-1-carboxylate (40.0 mg, 0.07 mmol, 1.00 equiv) was added to concentrated hydrochloric acid (3.0 mL, 12N). The resulting solution was stirred for 2 h at 80° C. in an oil bath. After concentrated under reducing pressure, the residue was washed with 30 mL of methanol. The solid was collected by filtration and dissolved in 5 ml of water. After adjusted the pH value to 11 with 1N sodium... Conditions: temperature 80 celsius, time 2 hour. As a reaction SMILES: C[O:2][C:3]1[N:8]=[C:7]([N:9]2[CH2:14][CH2:13][O:12][CH2:11][CH2:10]2)[N:6]=[C:5]([NH:15][C@@H:16]2[CH2:21][CH2:20][CH2:19][N:18](C(OC(C)(C)C)=O)[CH2:17]2)[C:4]=1[C:29]1[S:30][C:31]2[CH:37]=[CH:36][C:35]([C:38]([F:41])([F:40])[F:39])=[CH:34][C:32]=2[N:33]=1.Cl>>[N:9]1([C:7]2[NH:8][C:3](=[O:2])[C:4]([C:29]3[S:30][C:31]4[CH:37]=[CH:36][C:35]([C:38]([F:40])([F:39])[F:41])=[CH:34][C:32]=4[N:33]=3)=[C:5]([NH:15][C@@H:16]3[CH2:21][CH2:20][CH2:19][NH:18][CH2:17]3)[N:6]=2)[CH2:14][CH2:13][O:12][CH2:11][CH2:10]1. Product: N1(CCOCC1)C1=NC(=C(C(N1)=O)C=1SC2=C(N1)C=C(C=C2)C(F)(F)F)N[C@H]2CNCCC2 (2-(morpholin-4-yl)-6-[[(3R)-piperidin-3-yl]amino]-5-[5-(trifluoromethyl)-1,3-benzothiazol-2-yl]-3,4-dihydropyrimidin-4-one). Reactants: [BH4-].[Na+] (NaBH4), C(C)(=O)N1CCC(CC1)=O (N-acetyl-4-piperidone). Run in C(C)(C)O (isopropanol). Run at time 16 hour. Product: C(C)(=O)N1CCC(CC1)O (N-acetyl-4-hydroxypiperidine). Isolated yield 98.0%. RXN SMILES: [BH4-].[Na+].[C:3]([N:6]1[CH2:11][CH2:10][C:9](=[O:12])[CH2:8][CH2:7]1)(=[O:5])[CH3:4]>C(O)(C)C>[C:3]([N:6]1[CH2:11][CH2:10][CH:9]([OH:12])[CH2:8][CH2:7]1)(=[O:5])[CH3:4] |f:0.1|. Reported procedure: To a cooled (0° C.) mixture of NaBH4 (2.15 g, 0.057 mol) and isopropanol (70 mL) was added N-acetyl-4-piperidone (8.00 g, 0.057 mol). The mixture was allowed to warm to room temperature and stirred for 16 hours. CO2 was bubbled into the reaction mixture, EtOAc (120 mL) was added, and the precipitate was removed by filtration. The filtrate was concentrated to give 8.0 g (100%) of N-acetyl-4-hydroxypiperidine as a colorless oil. The reactants are O1CCOC12CCNCC2 (1,4-dioxa-8-aza-spiro[4.5]decane), C(#N)[BH3-].[Na+] (Sodium cyanoborohydride), Cl (HCl), C(C)OC=1C=C(C=O)C=CC1OC (3-ethoxy-4-methoxy-benzaldehyde). Run in C(C)O (ethanol), O (water), C(C)O (ethanol), C(C)(=O)O (acetic acid). Run at temperature 50 celsius, time 2 hour. The product is C(C)OC=1C=C(CN2CCC(CC2)=O)C=CC1OC (1-(3-Ethoxy-4-methoxy-benzyl)-piperidin-4-one). Isolated yield 59.0%. Reaction SMILES: [O:1]1[C:5]2([CH2:10][CH2:9][NH:8][CH2:7][CH2:6]2)OCC1.[CH2:11]([O:13][C:14]1[CH:15]=[C:16]([CH:19]=[CH:20][C:21]=1[O:22][CH3:23])[CH:17]=O)[CH3:12].C([BH3-])#N.[Na+].Cl>C(O)C.O.C(O)(=O)C>[CH2:11]([O:13][C:14]1[CH:15]=[C:16]([CH:19]=[CH:20][C:21]=1[O:22][CH3:23])[CH2:17][N:8]1[CH2:7][CH2:6][C:5](=[O:1])[CH2:10][CH2:9]1)[CH3:12] |f:2.3|. Procedure: A mixture of 1,4-dioxa-8-aza-spiro[4.5]decane (9.33 g, 65.16 mmol, 1.0 equiv; commercially available) and 3-ethoxy-4-methoxy-benzaldehyde (14.09 g, 78.19 mmol, 1.2 equiv; commercially available) in ethanol (50 mL) and acetic acid (5 mL) was heated to 50° C. for 1 h. Sodium cyanoborohydride (4.91 g, 78.19 mmol, 1.2 equiv), dissolved in ethanol (20 mL), was added and the reaction mixture heated to 50° C. After 2 h, a solution of 37% HCl in water (100 mL) was added and the reaction mixture heated t... Starting materials: [Br-], Brc1cccs1, C=C(Br)CBr, CCOCC, Cl, [Mg], [Mg+]c1cccs1. Yields the product C=C(Br)Cc1cccs1. RXN SMILES: [Br-:6].[Br:14][c:15]1[s:16][cH:17][cH:18][cH:19]1.[Br:1][C:2](=[CH2:3])[CH2:4][Br:5].[CH2:21]([O:22][CH2:23][CH3:24])[CH3:25].[ClH:20].[Mg:13].[s:7]1[c:8]([Mg+:12])[cH:9][cH:10][cH:11]1>>[Br:1][C:2](=[CH2:3])[CH2:4][c:8]1[s:7][cH:11][cH:10][cH:9]1.